describe an organic reaction: reactants, conditions, products, and yield From a dataset of the Open Reaction Database (ORD), a public repository of structured organic reaction records. Reactants: CCCSCCCBr, O=C([O-])[O-], CCNCC(O)COc1ccc(C#N)cc1, CC(C)O, [K+], [K+]. Yields the product CCCSCCCN(CC)CC(O)COc1ccc(C#N)cc1. Reaction SMILES: [Br:17][CH2:18][CH2:19][CH2:20][S:21][CH2:22][CH2:23][CH3:24].[C:25](=[O:26])([O-:27])[O-:28].[CH2:1]([CH3:2])[NH:3][CH2:4][CH:5]([CH2:6][O:7][c:8]1[cH:9][cH:10][c:11]([C:12]#[N:13])[cH:14][cH:15]1)[OH:16].[CH:31]([OH:32])([CH3:33])[CH3:34].[K+:29].[K+:30]>>[CH2:1]([CH3:2])[N:3]([CH2:4][CH:5]([CH2:6][O:7][c:8]1[cH:9][cH:10][c:11]([C:12]#[N:13])[cH:14][cH:15]1)[OH:16])[CH2:18][CH2:19][CH2:20][S:21][CH2:22][CH2:23][CH3:24].